Dataset: the Open Reaction Database (ORD), a public repository of structured organic reaction records. Task: describe an organic reaction: reactants, conditions, products, and yield Starting materials: Br, Br, CC(=O)O, CCC1Cc2c(C)c(OCC(=O)O)c(C)c(C)c2C1=O. Product: CCC1(Br)Cc2c(C)c(OCC(=O)O)c(C)c(C)c2C1=O. RXN SMILES: [Br:21].[BrH:22].[CH3:23][C:24](=[O:25])[OH:26].[O:1]=[C:2]1[CH:3]([CH2:19][CH3:20])[CH2:4][c:5]2[c:6]([CH3:18])[c:7]([O:13][CH2:14][C:15](=[O:16])[OH:17])[c:8]([CH3:12])[c:9]([CH3:11])[c:10]21>>[O:1]=[C:2]1[C:3]([CH2:19][CH3:20])([Br:22])[CH2:4][c:5]2[c:6]([CH3:18])[c:7]([O:13][CH2:14][C:15](=[O:16])[OH:17])[c:8]([CH3:12])[c:9]([CH3:11])[c:10]21. Starting materials: Cc1cccc2c1OCC2, [Cl-], Cl[Al](Cl)Cl, ClCCl, O=C(O)c1cc(Cl)ncn1, O. Yields the product Cc1cc(C(=O)c2cc(Cl)ncn2)cc2c1OCC2. Reaction SMILES: [CH3:16][c:17]1[cH:18][cH:19][cH:20][c:21]2[c:25]1[O:24][CH2:23][CH2:22]2.[Cl-:1].[Cl:12][Al:13]([Cl:14])[Cl:15].[Cl:27][CH2:28][Cl:29].[Cl:2][c:3]1[cH:4][c:5]([C:9](=[O:10])[OH:11])[n:6][cH:7][n:8]1.[OH2:26]>>[Cl:2][c:3]1[cH:4][c:5]([C:9](=[O:11])[c:19]2[cH:18][c:17]([CH3:16])[c:25]3[c:21]([cH:20]2)[CH2:22][CH2:23][O:24]3)[n:6][cH:7][n:8]1.